From a dataset of the Open Reaction Database (ORD), a public repository of structured organic reaction records. describe an organic reaction: reactants, conditions, products, and yield The reactants are NC=1C=CC2=C(B(OC2)O)C1 (6-amino-3H-benzo[c][1,2]oxaborol-1-ol), CN1CCOCC1 (N-methylmorpholine), CS(=O)CCC1=C(C=CC(=C1)NC(C(F)(F)F)=O)S(=O)(=O)Cl (2-(2-(methylsulfinyl)ethyl)-4-(2,2,2-trifluoroacetamido)benzene-1-sulfonyl chloride). Solvent: CC#N (MeCN), CC#N (MeCN). Run at time 8 hour. The product is FC(C(=O)NC1=CC(=C(C=C1)S(NC=1C=CC2=C(B(OC2)O)C1)(=O)=O)CCS(=O)C)(F)F (2,2,2-trifluoro-N-(4-(N-(1-hydroxy-1,3-dihydrobenzo[c][1,2]oxaborol-6-yl)sulfamoyl)-3-(2-(methylsulfinyl)ethyl)phenyl)acetamide). The yield is 23.5%. RXN SMILES: [NH2:1][C:2]1[CH:3]=[CH:4][C:5]2[CH2:9][O:8][B:7]([OH:10])[C:6]=2[CH:11]=1.CN1CCOCC1.[CH3:19][S:20]([CH2:22][CH2:23][C:24]1[CH:29]=[C:28]([NH:30][C:31](=[O:36])[C:32]([F:35])([F:34])[F:33])[CH:27]=[CH:26][C:25]=1[S:37](Cl)(=[O:39])=[O:38])=[O:21]>CC#N>[F:34][C:32]([F:33])([F:35])[C:31]([NH:30][C:28]1[CH:27]=[CH:26][C:25]([S:37](=[O:38])(=[O:39])[NH:1][C:2]2[CH:3]=[CH:4][C:5]3[CH2:9][O:8][B:7]([OH:10])[C:6]=3[CH:11]=2)=[C:24]([CH2:23][CH2:22][S:20]([CH3:19])=[O:21])[CH:29]=1)=[O:36]. Procedure details: To a solution of 6-amino-3H-benzo[c][1,2]oxaborol-1-ol (0.59 g, 3.9 mmol) and N-methylmorpholine (2.53 g, 25 mmol) in MeCN (70 mL) was added 2-(2-(methylsulfinyl)ethyl)-4-(2,2,2-trifluoroacetamido)benzene-1-sulfonyl chloride (1 g, crude, 2.6 mmol) in MeCN (20 mL) at 0° C., then the solution was stirred at room temperature overnight. The mixture was concentrated in vacuo, and ethyl acetate and water was added to the residue. The organic layer was dried over Na2SO4 and concentrated to give the cru... The reactants are O=C(O)c1ccc(F)c(F)c1Nc1ccc(CCCO)cc1F, C=COCCON. Product: C=COCCONC(=O)c1ccc(F)c(F)c1Nc1ccc(CCCO)cc1F. As a reaction SMILES: [F:1][c:2]1[c:3]([NH:12][c:13]2[c:14]([F:23])[cH:15][c:16]([CH2:19][CH2:20][CH2:21][OH:22])[cH:17][cH:18]2)[c:4]([C:5](=[O:6])[OH:7])[cH:8][cH:9][c:10]1[F:11].[NH2:24][O:25][CH2:26][CH2:27][O:28][CH:29]=[CH2:30]>>[F:1][c:2]1[c:3]([NH:12][c:13]2[c:14]([F:23])[cH:15][c:16]([CH2:19][CH2:20][CH2:21][OH:22])[cH:17][cH:18]2)[c:4]([C:5](=[O:7])[NH:24][O:25][CH2:26][CH2:27][O:28][CH:29]=[CH2:30])[cH:8][cH:9][c:10]1[F:11]. The reactants are C1(\C=C/C(=O)O1)=O (maleic anhydride), C1(=CC(=CC=C1)N)N (m-phenylenediamine), CC(=O)C (acetone), CC(=O)C (acetone), O.O.O.O.O.O.[Cl-].[Mg+2].[Cl-] (Magnesium chloride hexahydrate), C(C)(=O)OC(C)=O (acetic anhydride). Run in C(C)N(CC)CC (triethylamine). Reaction conditions: temperature 40 celsius, time 30 minute. The product is C1(=CC(=CC=C1)N1C(C=CC1=O)=O)N1C(C=CC1=O)=O (N,N'-m-phenylenedimaleimide). Isolated yield 92.0%. As a reaction SMILES: [C:1]1(=[O:7])O[C:4](=[O:5])[CH:3]=[CH:2]1.[C:8]1([NH2:15])[CH:13]=[CH:12][CH:11]=[C:10]([NH2:14])[CH:9]=1.O.O.O.O.O.O.[Cl-].[Mg+2].[Cl-].C(O[C:29](=[O:31])[CH3:30])(=O)C.[CH3:32][C:33](C)=[O:34]>C(N(CC)CC)C>[C:8]1([N:15]2[C:1](=[O:7])[CH:2]=[CH:3][C:4]2=[O:5])[CH:13]=[CH:12][CH:11]=[C:10]([N:14]2[C:29](=[O:31])[CH:30]=[CH:32][C:33]2=[O:34])[CH:9]=1 |f:2.3.4.5.6.7.8.9.10|. Reported procedure: A flask was equipped as in Example 1. To a solution of maleic anhydride (1.92 parts) in 4.8 parts acetone was added a solution of 1 part m-phenylenediamine, 0.32 part triethylamine and 1.6 parts acetone over a 15-minute period. A precipitate formed during that time. The heterogeneous reaction mixture was maintained at 40° C. for 30 minutes. Magnesium chloride hexahydrate (0.08 part) and 2.44 parts acetic anhydride were added all at once. The temperature was raised to 50° C. and maintained for 3 ... Starting materials: C([O-])([O-])=O.[Na+].[Na+] (sodium carbonate), C1(=CC=C(C=C1)S(=O)(=O)O)C (p-toluenesulfonic acid), Cl.NC1[C@@H]2N(C(=C(CS2)C=C)C(=O)OC(C2=CC=CC=C2)C2=CC=CC=C2)C1=O (benzhydryl 7-amino-3-vinyl-3-cephem-4-carboxylate hydrochloride), C([O-])([O-])=O.[Na+].[Na+] (sodium carbonate), C(C)(=O)OCC (ethyl acetate). The solvent is CO (methanol), C1(=CC=CC=C1)OC (anisole). Reaction conditions: temperature 50 celsius, time 2 hour. Yields the product NC1[C@@H]2N(C(=C(CS2)C=C)C(=O)O)C1=O (7-amino-3-vinyl-3-cephem-4-carboxylic acid). The yield is 60.8%. Reaction SMILES: Cl.[NH2:2][CH:3]1[C:28](=[O:29])[N:5]2[C:6]([C:12]([O:14]C(C3C=CC=CC=3)C3C=CC=CC=3)=[O:13])=[C:7]([CH:10]=[CH2:11])[CH2:8][S:9][C@H:4]12.C1(C)C=CC(S(O)(=O)=O)=CC=1.C(=O)([O-])[O-].[Na+].[Na+].C(OCC)(=O)C>CO.C1(OC)C=CC=CC=1>[NH2:2][CH:3]1[C:28](=[O:29])[N:5]2[C:6]([C:12]([OH:14])=[O:13])=[C:7]([CH:10]=[CH2:11])[CH2:8][S:9][C@H:4]12 |f:0.1,3.4.5|. Procedure details: To a suspension of benzhydryl 7-amino-3-vinyl-3-cephem-4-carboxylate hydrochloride (48 g) in methanol (250 ml) and anisole (70 ml) was added p-toluenesulfonic acid (85 g), and the mixture was stirred at 50° C. for 2 hours. The reaction mixture was poured into 10% aqueous sodium carbonate (600 ml) and ethyl acetate (700 ml), followed by adjusting to pH 7.5 with 20% aqueous sodium carbonate. The separated aqueous solution was washed with ethyl acetate (500 ml) and then adjusted to pH 2.5 with conc...